This data is from the Open Reaction Database (ORD), a public repository of structured organic reaction records. The task is: describe an organic reaction: reactants, conditions, products, and yield Starting materials: C(CCCCCCCCCCCCCCCCC)NC(=O)[C@H](O)[C@@H](O)[C@H](O)[C@H](O)CO (N-octadecyl gluconamide), Tween® 21, C=CO (Gohsenol), CCCCCCCCCCCC(=O)OCC([C@@H]1[C@@H]([C@H](CO1)O)O)O (ML). Product: CCCCCCCCCCCC(=O)OCCO (polyoxyethylene (4) monolaurate). As a reaction SMILES: C(NC([C@@H]([C@H]([C@@H]([C@@H](CO)O)O)O)O)=O)CCCCCCCCCCCCCCCCC.C=CO.[CH3:35][CH2:36][CH2:37][CH2:38][CH2:39][CH2:40][CH2:41][CH2:42][CH2:43][CH2:44][CH2:45][C:46]([O:48][CH2:49][CH:50]([OH:58])[C@H]1OC[C@H](O)[C@H]1O)=[O:47]>>[CH3:35][CH2:36][CH2:37][CH2:38][CH2:39][CH2:40][CH2:41][CH2:42][CH2:43][CH2:44][CH2:45][C:46]([O:48][CH2:49][CH2:50][OH:58])=[O:47]. Reported procedure: Comparative experiments were carried out in which in place of N-octadecyl gluconamide, the suspension stabilizers Gohsenol KP 08, Armotan® MP (sorbitan monopalmitate), Armotan® ML (sorbitan monolaurate) Tween® 20 (polyoxyethylene (20) monolaurate) and Tween® 21 (polyoxyethylene (4) monolaurate) were used. Only the results obtained with Tween® 21 (polyoxyethylene (4) monolaurate) compared with those obtained with N-octadecyl gluconamide. When only Gohsenol KP 08 was used, the results obtained wer... Starting materials: CN(C(=O)C1=C(C=2C=CC=C3C2N(CCO3)C1=O)O)C1=CC=C(C=C1)SC (6-[N-methyl-N-(4-methylthiophenyl)carbamoyl]-2,3-dihydro-7-hydroxy-5-oxo-5H-pyrido-[1,2,3-de]-1,4-benzoxazine), ClC1=CC(=CC=C1)C(=O)OO (m-chloroperbenzoic acid). The solvent is ClCCl (dichloromethane). Reaction conditions: temperature 5 celsius, time 1 hour. The product is CN(C(=O)C1=C(C=2C=CC=C3C2N(CCO3)C1=O)O)C1=CC=C(C=C1)S(=O)C (6-[N-methyl-N-(4-methylsulfinylphenyl)carbamoyl]-2,3-dihydro-7-hydroxy-5-oxo-5H-pyrido[1,2,3-de]-1,4-benzoxazine). Isolated yield 78.7%. As a reaction SMILES: [CH3:1][N:2]([C:20]1[CH:25]=[CH:24][C:23]([S:26][CH3:27])=[CH:22][CH:21]=1)[C:3]([C:5]1[C:17](=[O:18])[N:13]2[CH2:14][CH2:15][O:16][C:11]3[C:12]2=[C:7]([CH:8]=[CH:9][CH:10]=3)[C:6]=1[OH:19])=[O:4].ClC1C=CC=C(C(OO)=[O:36])C=1>ClCCl>[CH3:1][N:2]([C:20]1[CH:21]=[CH:22][C:23]([S:26]([CH3:27])=[O:36])=[CH:24][CH:25]=1)[C:3]([C:5]1[C:17](=[O:18])[N:13]2[CH2:14][CH2:15][O:16][C:11]3[C:12]2=[C:7]([CH:8]=[CH:9][CH:10]=3)[C:6]=1[OH:19])=[O:4]. Procedure details: A mixture of 6-[N-methyl-N-(4-methylthiophenyl)carbamoyl]-2,3-dihydro-7-hydroxy-5-oxo-5H-pyrido-[1,2,3-de]-1,4-benzoxazine (1 g) and m-chloroperbenzoic acid (0.5 g) in dichloromethane (50 ml) was stirred at 5° C. for 1 hour. The insoluble material was filtered and the filtrate was concentrated in vacuo. The residue was recrystallized from acetone to give pale brown crystals of 6-[N-methyl-N-(4-methylsulfinylphenyl)carbamoyl]-2,3-dihydro-7-hydroxy-5-oxo-5H-pyrido[1,2,3-de]-1,4-benzoxazine (0.82 g... As a reaction SMILES: [CH2:1]([NH:4][CH2:5][CH2:6][CH3:7])[CH2:2][CH3:3].Cl[CH2:9][CH2:10][CH2:11][CH2:12][O:13][C:14]1[CH:19]=[CH:18][CH:17]=[CH:16][C:15]=1/[CH:20]=[CH:21]/[C:22]1[S:23][C:24]2[CH:30]=[CH:29][CH:28]=[CH:27][C:25]=2[N:26]=1>>[CH2:1]([N:4]([CH2:5][CH2:6][CH3:7])[CH2:9][CH2:10][CH2:11][CH2:12][O:13][C:14]1[CH:19]=[CH:18][CH:17]=[CH:16][C:15]=1/[CH:20]=[CH:21]/[C:22]1[S:23][C:24]2[CH:30]=[CH:29][CH:28]=[CH:27][C:25]=2[N:26]=1)[CH2:2][CH3:3]. Procedure: Reaction of this product (5.0 g, 14.5 mmol) with dipropylamine produced 2.1 g (35% yield) of the named compound as the HCl salt, mp 155°-156° C. IR(KBr): 3400, 1600 cm-1. MS: 409(MH+). 1H NMR (CD3OD): δ 8.19-6.99 (m, 10H), 4.10 (t, J=5.2 Hz, 2H), 3.12(m, 6H), 1.85(m, 8H), 1.02 (m, 6H). Isolated yield 35.0%. The reactants are ClCCCCOC1=C(C=CC=C1)/C=C/C=1SC2=C(N1)C=CC=C2 ((E)-2-[2-(4-chlorobutoxyphenyl)ethenyl]benzothiazole), product, C(CC)NCCC (dipropylamine). Yields the product C(CC)N(CCCCOC1=C(C=CC=C1)/C=C/C=1SC2=C(N1)C=CC=C2)CCC ((E)-2-[2-(4-Dipropylaminobutoxyphenyl)ethenyl]benzothiazole).